This data is from the Open Reaction Database (ORD), a public repository of structured organic reaction records. The task is: describe an organic reaction: reactants, conditions, products, and yield The reactants are NC1=CC=C(C=C1)C(C(=O)OCC)C (ethyl α-(4-aminophenyl)-propionate), C(=O)(O)C1=C(C=O)C=CC=C1 (2-carboxy-benzaldehyde), C1(=CC=C(C=C1)S(=O)(=O)O)C (p-toluenesulfonic acid). Solvent: C1(=CC=CC=C1)C (toluene). Yields the product O=C1OC(C2=CC=CC=C12)NC1=CC=C(C=C1)C(C(=O)OCC)C (ethyl α-[4-(3-oxo-isobenzofuran-1-ylamino)-phenyl]propionate). Reaction SMILES: [NH2:1][C:2]1[CH:7]=[CH:6][C:5]([CH:8]([CH3:14])[C:9]([O:11][CH2:12][CH3:13])=[O:10])=[CH:4][CH:3]=1.[C:15]([C:18]1[CH:25]=[CH:24][CH:23]=[CH:22][C:19]=1[CH:20]=[O:21])(O)=[O:16].C1(C)C=CC(S(O)(=O)=O)=CC=1>C1(C)C=CC=CC=1>[O:16]=[C:15]1[C:18]2[C:19](=[CH:22][CH:23]=[CH:24][CH:25]=2)[CH:20]([NH:1][C:2]2[CH:3]=[CH:4][C:5]([CH:8]([CH3:14])[C:9]([O:11][CH2:12][CH3:13])=[O:10])=[CH:6][CH:7]=2)[O:21]1. Reported procedure: The mixture of 17.7 g of ethyl α-(4-aminophenyl)-propionate, 15 g of 2-carboxy-benzaldehyde, 50 mg of p-toluenesulfonic acid and 400 ml of toluene is refluxed for two days on a water trap. After collection of the theoretical amount of water (1.9 ml), it is concentrated and the precipitate formed recrystallized from ethanol, to yield the ethyl α-[4-(3-oxo-isobenzofuran-1-ylamino)-phenyl]propionate, melting at 136°-139°. The product is Cc1c(C)c2c(c(C)c1N)C(c1ccccc1)C(C)(C)O2. Reactants: Cc1c(C)c([N+](=O)[O-])c(C)c2c1OC(C)(C)C2c1ccccc1, CCCCCC, CCO. RXN SMILES: [CH3:1][C:2]1([CH3:23])[O:3][c:4]2[c:5]([c:13]([CH3:22])[c:14]([N+:19]([O-:20])=[O:21])[c:15]([CH3:18])[c:16]2[CH3:17])[CH:6]1[c:7]1[cH:8][cH:9][cH:10][cH:11][cH:12]1.[CH3:24][CH2:25][CH2:26][CH2:27][CH2:28][CH3:29].[CH3:30][CH2:31][OH:32]>>[CH3:1][C:2]1([CH3:23])[O:3][c:4]2[c:5]([c:13]([CH3:22])[c:14]([NH2:19])[c:15]([CH3:18])[c:16]2[CH3:17])[CH:6]1[c:7]1[cH:8][cH:9][cH:10][cH:11][cH:12]1. Reactants: BrC=1C=CC=2N(C3=CC=C(C=C3SC2C1)Br)C (3,7-dibromo-10-methylphenothiazine), C1(=CC=CC2=CC=CC=C12)B(O)O (1-naphthylboronic acid), bis(triphenylphosphane)palladium dichloride, C([O-])([O-])=O.[K+].[K+] (potassium carbonate), CO (methanol). Solvent: C(Cl)(Cl)Cl (chloroform), O (water), C(OC)COC (dimethoxyethane). Run at time 8 hour. Yields the product CN1C2=CC=C(C=C2SC=2C=C(C=CC12)C1=CC=CC2=CC=CC=C12)C1=CC=CC2=CC=CC=C12 (10-methyl-3,7-bis(1-naphthyl)phenothiazine). Reaction SMILES: Br[C:2]1[CH:3]=[CH:4][C:5]2[N:6]([CH3:17])[C:7]3[C:12]([S:13][C:14]=2[CH:15]=1)=[CH:11][C:10](Br)=[CH:9][CH:8]=3.[C:18]1(B(O)O)[C:27]2[C:22](=[CH:23][CH:24]=[CH:25][CH:26]=2)[CH:21]=[CH:20][CH:19]=1.C(=O)([O-])[O-].[K+].[K+].CO>C(COC)OC.O.C(Cl)(Cl)Cl>[CH3:17][N:6]1[C:7]2[CH:8]=[CH:9][C:10]([C:18]3[C:27]4[C:22](=[CH:23][CH:24]=[CH:25][CH:26]=4)[CH:21]=[CH:20][CH:19]=3)=[CH:11][C:12]=2[S:13][C:14]2[C:5]1=[CH:4][CH:3]=[C:2]([C:26]1[C:27]3[C:22](=[CH:21][CH:20]=[CH:19][CH:18]=3)[CH:23]=[CH:24][CH:25]=1)[CH:15]=2 |f:2.3.4|. Procedure: 9.30 g (25.1 mmol) of 3,7-dibromo-10-methylphenothiazine, 9.50 g (55.2 mmol) of 1-naphthylboronic acid, 0.407 g (0.50 mmol) of bis(triphenylphosphane)palladium dichloride and 3.80 g (27.5 mmol) of potassium carbonate were heated to boiling under reflux under nitrogen for 5 hours in 204 ml of dimethoxyethane and 101 ml of water. The reaction mixture was cooled to room temperature, stirred further overnight and then filtered. The residue was washed with 470 ml of ethanol and hot water, and dried a... Starting materials: C=1C=CC2=C(C1)N=NN2O (HOBt), ONC(=O)CN(C(CC(C(=O)N(C)C)CC(C)C)=O)CC(C)C (N4 -(Hydroxycarbamoyl-methyl)-2,N4 -diisobutyl-N1,N1 -dimethyl-succinamide), CN1CCOCC1 (NMM), C(CCl)Cl (EDC), C(C1=CC=CC=C1)ON (O-benzylhydroxylamine). Solvent: CN(C)C=O (DMF). Run at temperature 0 celsius, time 20 minute. Yields the product C(C1=CC=CC=C1)ONC(=O)CN(C(CC(C(=O)N(C)C)CC(C)C)=O)CC(C)C (N4 -(Benzyloxycarbamoyl-methyl)-2,N4 -diisobutyl-N1,N1 -dimethyl-succinamide). Yield: 28.5%. Reaction SMILES: [OH:1][NH:2][C:3]([CH2:5][N:6]([CH2:20][CH:21]([CH3:23])[CH3:22])[C:7](=[O:19])[CH2:8][CH:9]([CH2:15][CH:16]([CH3:18])[CH3:17])[C:10]([N:12]([CH3:14])[CH3:13])=[O:11])=[O:4].CN1CCOCC1.C(Cl)CCl.C1C=CC2N(O)N=NC=2C=1.[CH2:45](ON)[C:46]1[CH:51]=[CH:50][CH:49]=[CH:48][CH:47]=1>CN(C=O)C>[CH2:45]([O:1][NH:2][C:3]([CH2:5][N:6]([CH2:20][CH:21]([CH3:23])[CH3:22])[C:7](=[O:19])[CH2:8][CH:9]([CH2:15][CH:16]([CH3:17])[CH3:18])[C:10]([N:12]([CH3:14])[CH3:13])=[O:11])=[O:4])[C:46]1[CH:51]=[CH:50][CH:49]=[CH:48][CH:47]=1. Reported procedure: N4 -(Hydroxycarbamoyl-methyl)-2,N4 -diisobutyl-N1,N1 -dimethyl-succinamide (1.30 g, 0.0041 mol) was dissolved in DMF (10 ml) and treated at 0° C. with NMM (0.56 g, 0.0041 mol) followed by EDC (0.95 g, 0.005 mol) and HOBt (0.67 g, 0.005 mol). The reaction mixture was allowed to stir at 0° C. for 20 minutes and then at ambient temperature for 2 hours before O-benzylhydroxylamine (0.76 g, 0.0062 mol) was added. The reaction mixture was allowed to stir at room temperature for a further 1.5 hours. Th... Starting materials: N1(N=NN=C1)CCN1C(=NC2=C1C=CC=C2)N2CCNCCC2 (4-(1-(2-(1H-tetrazol-1-yl)ethyl)-1H-benzimidazol-2-yl)[1,4]diazepane), I (hydriodic acid). Solvent: CO (methanol). Reaction conditions: time 2 hour. Yields the product I.N1(N=NN=C1)CCN1C(=NC2=C1C=CC=C2)N2CCNCCC2 (4-(1-(2-(1H-tetrazol-1-yl)ethyl)-1H-benzimidazol-2-yl)[1,4]diazepane hydriodic Acid Salt). RXN SMILES: [N:1]1([CH2:6][CH2:7][N:8]2[C:12]3[CH:13]=[CH:14][CH:15]=[CH:16][C:11]=3[N:10]=[C:9]2[N:17]2[CH2:23][CH2:22][CH2:21][NH:20][CH2:19][CH2:18]2)[CH:5]=[N:4][N:3]=[N:2]1.[IH:24]>CO>[IH:24].[N:1]1([CH2:6][CH2:7][N:8]2[C:12]3[CH:13]=[CH:14][CH:15]=[CH:16][C:11]=3[N:10]=[C:9]2[N:17]2[CH2:23][CH2:22][CH2:21][NH:20][CH2:19][CH2:18]2)[CH:5]=[N:4][N:3]=[N:2]1 |f:3.4|. Reported procedure: Combine 4-(1-(2-(1H-tetrazol-1-yl)ethyl)-1H-benzimidazol-2-yl)[1,4]diazepane (0.30 g, 0.96 mmol) and methanol (10 mL). Add hydriodic acid (0.27 mL, 57%, 2.02 mmol). After 2 hour, evaporate in vacuo to give a residue. Triturate the residue with diethyl ether (about 20 mL) to give a solid. Collect the solid and dry to give the title compound. Starting materials: C(C1=CC=CC=C1)N1C([C@H](C[C@H]1CO)CCC1(OCCO1)C)=O (1-benzyl-5(S)-hydroxymethyl-3(S)-[2-(2-methyl-[1,3]dioxolan-2-yl)ethyl]-pyrrolidin-2-one), C1=CC=C(C=C1)P(C2=CC=CC=C2)C3=CC=CC=C3 (PPh3), N1C=NC=C1 (imidazole), II (I2), EtOAc hexanes. The solvent is CC#N (CH3CN). Reaction conditions: temperature 50 celsius, time 20 minute. Yields the product EtOAc hexanes, C(C1=CC=CC=C1)N1C([C@H](C[C@H]1CI)CCC1(OCCO1)C)=O (1-benzyl-5(S)-iodomethyl-3(S)-[2-(2-methyl-[1,3]dioxolan-2-yl)-ethyl]-pyrrolidin-2-one). The yield is 40.0%. As a reaction SMILES: [CH2:1]([N:8]1[C@H:12]([CH2:13]O)[CH2:11][C@H:10]([CH2:15][CH2:16][C:17]2([CH3:22])[O:21][CH2:20][CH2:19][O:18]2)[C:9]1=[O:23])[C:2]1[CH:7]=[CH:6][CH:5]=[CH:4][CH:3]=1.C1C=CC(P(C2C=CC=CC=2)C2C=CC=CC=2)=CC=1.N1C=CN=C1.[I:48]I>CC#N>[CH2:1]([N:8]1[C@H:12]([CH2:13][I:48])[CH2:11][C@H:10]([CH2:15][CH2:16][C:17]2([CH3:22])[O:21][CH2:20][CH2:19][O:18]2)[C:9]1=[O:23])[C:2]1[CH:7]=[CH:6][CH:5]=[CH:4][CH:3]=1. Procedure: To a stirred solution of 11-4 (2.0 g, 6.26 mmol), PPh3 (2.63 g, 10.0 mmol), imidazole (725 mg, 10.6 mmol) and CH3CN (30 mL) at 0° C. was added I2 (2.39 g, 9.39 mmol) in five portions over 15 minutes. After 20 minutes, the reaction was warmed to 50° C. for 30 minutes and then poured into 200 mL 1:1 EtOAc/hexanes. The solution was washed with 10% sodium bisulfite, sat NaHCO3, brine, dried (MgSO4) and concentrated. Flash chromatography (silica, 40% EtOAc/hexanes) gave 11-5 as an oil. RXN SMILES: CC[O:3][C:4]([CH2:6][N:7]1[C:15]2[C:10](=[CH:11][CH:12]=[CH:13][CH:14]=2)[C:9]([CH3:16])=[C:8]1[C:17]1[CH:18]=[N:19][CH:20]=[CH:21][CH:22]=1)=O.[H-].[Al+3].[Li+].[H-].[H-].[H-]>O1CCCC1>[OH:3][CH2:4][CH2:6][N:7]1[C:15]2[C:10](=[CH:11][CH:12]=[CH:13][CH:14]=2)[C:9]([CH3:16])=[C:8]1[C:17]1[CH:18]=[N:19][CH:20]=[CH:21][CH:22]=1 |f:1.2.3.4.5.6|. Product: OCCN1C(=C(C2=CC=CC=C12)C)C=1C=NC=CC1 (1-(2-hydroxyethyl)-2-(3-pyridyl)-3-methylindole). Reported procedure: To 11.77 g of 1-(2-ethoxycarbonylmethyl)-2-(3-pyridyl)-3-methylindole in 400 ml of dry tetrahydrofuran at 0° is added 60 ml of a 1 M solution of lithium aluminum hydride in tetrahydrofuran. This is allowed to stir at room temperature for 1 hour, then cooled by an ice bath and quenched successively with 2.26 ml of water, 2.26 ml of a 15% sodium hydroxide solution, and 6.78 ml of water. The mixture is filtered, concentrated in vacuo, and the residue dissolved in ether, washed with a saturated NaHC... Solvent: O1CCCC1 (tetrahydrofuran), O1CCCC1 (tetrahydrofuran). Reaction conditions: time 1 hour. Reactants: CCOC(=O)CN1C(=C(C2=CC=CC=C12)C)C=1C=NC=CC1 (1-(2-ethoxycarbonylmethyl)-2-(3-pyridyl)-3-methylindole), solution, [H-].[Al+3].[Li+].[H-].[H-].[H-] (lithium aluminum hydride). Starting materials: ClC1=CC=C(CCNC(=O)C2=CC(=C(OC3=C(C=C(C=C3)CC(=O)OC)F)C=C2)[N+](=O)[O-])C=C1 (Methyl 2-(4-(4-((4-chlorophenethyl)carbamoyl)-2-nitrophenoxy)-3-fluorophenyl)acetate), [NH4+].[Cl-] (NH4Cl). The reagents and catalysts are [Zn] (Zn). Run in C1CCOC1 (THF), C(C)(=O)OCC (ethyl acetate), C([O-])([O-])=O.[Na+].[Na+] (sodium carbonate). Run at time 1 hour. The product is ClC1=CC=C(CCNC(=O)C2=CC(=C(OC3=C(C=C(C=C3)CC(=O)OC)F)C=C2)N)C=C1 (methyl 2-(4-(4-((4-chlorophenethyl)carbamoyl)-2-aminophenoxy)-3-fluorophenyl)acetate). Isolated yield 99.3%. Reaction SMILES: [Cl:1][C:2]1[CH:34]=[CH:33][C:5]([CH2:6][CH2:7][NH:8][C:9]([C:11]2[CH:29]=[CH:28][C:14]([O:15][C:16]3[CH:21]=[CH:20][C:19]([CH2:22][C:23]([O:25][CH3:26])=[O:24])=[CH:18][C:17]=3[F:27])=[C:13]([N+:30]([O-])=O)[CH:12]=2)=[O:10])=[CH:4][CH:3]=1.[NH4+].[Cl-]>C1COCC1.C(OCC)(=O)C.C(=O)([O-])[O-].[Na+].[Na+].[Zn]>[Cl:1][C:2]1[CH:3]=[CH:4][C:5]([CH2:6][CH2:7][NH:8][C:9]([C:11]2[CH:29]=[CH:28][C:14]([O:15][C:16]3[CH:21]=[CH:20][C:19]([CH2:22][C:23]([O:25][CH3:26])=[O:24])=[CH:18][C:17]=3[F:27])=[C:13]([NH2:30])[CH:12]=2)=[O:10])=[CH:33][CH:34]=1 |f:1.2,5.6.7|. Procedure: Methyl 2-(4-(4-((4-chlorophenethyl)carbamoyl)-2-nitrophenoxy)-3-fluorophenyl)acetate (100 mg, 0.205 mmol) was diluted with THF (2 mL) followed by the addition of Zn dust (13.4 mg, 0.205 mmol) and saturated aq. NH4Cl (1 mL). After stirring for 1 hour, the reaction was diluted with ethyl acetate and 10% aq sodium carbonate. The layers were separated and the organic layer was dried over MgSO4, filtered and concentrated to yield methyl 2-(4-(4-((4-chlorophenethyl)carbamoyl)-2-aminophenoxy)-3-fluorop... Starting materials: CC(C)(C)OC(=O)N1CCCC1COc1ccc(I)cc1, Oc1ccc(-c2ncco2)cc1. Yields the product CC(C)(C)OC(=O)N1CCCC1COc1ccc(Oc2ccc(-c3ncco3)cc2)cc1. RXN SMILES: [C:13]([CH3:14])([CH3:15])([CH3:16])[O:17][C:18](=[O:19])[N:20]1[CH:21]([CH2:25][O:26][c:27]2[cH:28][cH:29][c:30]([I:33])[cH:31][cH:32]2)[CH2:22][CH2:23][CH2:24]1.[o:1]1[c:2](-[c:6]2[cH:7][cH:8][c:9]([OH:12])[cH:10][cH:11]2)[n:3][cH:4][cH:5]1>>[o:1]1[c:2](-[c:6]2[cH:7][cH:8][c:9]([O:12][c:30]3[cH:29][cH:28][c:27]([O:26][CH2:25][CH:21]4[N:20]([C:18]([O:17][C:13]([CH3:14])([CH3:15])[CH3:16])=[O:19])[CH2:24][CH2:23][CH2:22]4)[cH:32][cH:31]3)[cH:10][cH:11]2)[n:3][cH:4][cH:5]1. Reactants: CN1C(=NC(=O)C(=N1)O)SCC2=C(N3[C@@H]([C@@H](C3=O)NC(=O)/C(=N\OC)/C4=CSC(=N4)N)SC2)C(=O)O.N[C@@H](CCCNC(N)=N)C(=O)O (ceftriaxone arginine), N[C@@H](CCCCN)C(=O)O (lysine), Cl (HCl), N[C@@H](CCCCN)C(=O)O (lysine), N[C@@H](CCCNC(N)=N)C(=O)O (arginine), CN1C(=NC(=O)C(=N1)O)SCC2=C(N3[C@@H]([C@@H](C3=O)NC(=O)/C(=N\OC)/C4=CSC(=N4)N)SC2)C(=O)O (ceftriaxone). Run in O (water), O (water). Run at time 1 hour. Product: CN1C(=NC(=O)C(=N1)O)SCC2=C(N3[C@@H]([C@@H](C3=O)NC(=O)/C(=N\OC)/C4=CSC(=N4)N)SC2)C(=O)O.N[C@@H](CCCCN)C(=O)O (ceftriaxone lysine). As a reaction SMILES: [NH2:1][C@H:2]([C:8]([OH:10])=[O:9])[CH2:3][CH2:4][CH2:5][CH2:6][NH2:7].[CH3:11][N:12]1[N:18]=[C:17]([OH:19])[C:15](=[O:16])[N:14]=[C:13]1[S:20][CH2:21][C:22]1[CH2:43][S:42][C@@H:25]2[C@H:26]([NH:29][C:30](/[C:32](/[C:36]3[N:40]=[C:39]([NH2:41])[S:38][CH:37]=3)=[N:33]\[O:34][CH3:35])=[O:31])[C:27](=[O:28])[N:24]2[C:23]=1[C:44]([OH:46])=[O:45].N[C@H](C(O)=O)CCCNC(=N)N.Cl.CN1N=C(O)C(=O)N=C1SCC1CS[C@@H]2[C@H](NC(/C(/C3N=C(N)SC=3)=N\OC)=O)C(=O)N2C=1C(O)=O.N[C@H](C(O)=O)CCCNC(=N)N>O>[CH3:11][N:12]1[N:18]=[C:17]([OH:19])[C:15](=[O:16])[N:14]=[C:13]1[S:20][CH2:21][C:22]1[CH2:43][S:42][C@@H:25]2[C@H:26]([NH:29][C:30](/[C:32](/[C:36]3[N:40]=[C:39]([NH2:41])[S:38][CH:37]=3)=[N:33]\[O:34][CH3:35])=[O:31])[C:27](=[O:28])[N:24]2[C:23]=1[C:44]([OH:46])=[O:45].[NH2:1][C@H:2]([C:8]([OH:10])=[O:9])[CH2:3][CH2:4][CH2:5][CH2:6][NH2:7] |f:4.5,7.8|. Procedure details: About 610 mg (3.34 mole) of lysine was dissolved in 50 ml of distilled water. Additionally, 1.0 gram (1.67 mole) of ceftriaxone was dissolved in 50 ml of a separate volume of distilled water. The solution containing arginine was adjusted with 1N-HCl until the solution reached pH 6.0. The ceftriaxone solution was then added to the lysine solution and stirred by a magnetic stirrer at room temperature for 1 hour forming a ceftriaxone-lysine solution. To the ceftriaxone-lysine solution was added abo...